Dataset: the Open Reaction Database (ORD), a public repository of structured organic reaction records. Task: describe an organic reaction: reactants, conditions, products, and yield Product: CCOC(=O)C(NC(=O)CCc1ccc(C(C)(C)C)cc1)C(=O)OCC. As a reaction SMILES: [C:1]([CH3:2])([CH3:3])([CH3:4])[c:5]1[cH:6][cH:7][c:8]([CH2:9][Br:10])[cH:11][cH:12]1.[C:22]([CH3:23])(=[O:24])[NH:25][CH:26]([C:27](=[O:28])[O:29][CH2:30][CH3:31])[C:32](=[O:33])[O:34][CH2:35][CH3:36].[CH3:13][c:14]1[cH:15][cH:16][cH:17][cH:18][cH:19]1.[CH3:38][CH2:39][OH:40].[H-:20].[Na+:21].[OH2:37]>>[C:1]([CH3:2])([CH3:3])([CH3:4])[c:5]1[cH:6][cH:7][c:8]([CH2:9][CH2:23][C:22](=[O:24])[NH:25][CH:26]([C:27](=[O:28])[O:29][CH2:30][CH3:31])[C:32](=[O:33])[O:34][CH2:35][CH3:36])[cH:11][cH:12]1. The reactants are CC(C)(C)c1ccc(CBr)cc1, CCOC(=O)C(NC(C)=O)C(=O)OCC, Cc1ccccc1, CCO, [H-], [Na+], O. Reaction conditions: time 30 minute. RXN SMILES: [I:1][C:2]1[N:3]=[CH:4][N:5]([CH3:8])[C:6]=1I.C([Mg]Br)C.[CH2:13]([Sn:17](Cl)([CH2:22][CH2:23][CH2:24][CH3:25])[CH2:18][CH2:19][CH2:20][CH3:21])[CH2:14][CH2:15][CH3:16].[NH4+].[Cl-]>C1COCC1.O>[CH2:22]([Sn:17]([CH2:13][CH2:14][CH2:15][CH3:16])([CH2:18][CH2:19][CH2:20][CH3:21])[C:6]1[N:5]([CH3:8])[CH:4]=[N:3][C:2]=1[I:1])[CH2:23][CH2:24][CH3:25] |f:3.4|. Yield: 76.0%. The reactants are [NH4+].[Cl-] (NH4Cl), IC=1N=CN(C1I)C (4,5-Diiodo-1-methyl-1H-imidazole), C(CCC)[Sn](CCCC)(CCCC)Cl (tributyltin chloride), C(C)[Mg]Br (ethylmagnesium bromide). The solvent is O (water), C1CCOC1 (THF). The product is C(CCC)[Sn](C1=C(N=CN1C)I)(CCCC)CCCC (5-Tributylstannyl-4-iodo-1-methyl-1H-imidazole). Reported procedure: 4,5-Diiodo-1-methyl-1H-imidazole (40.0 g) was stirred in anhydrous THF (560 mL) at ambient temperature and ethylmagnesium bromide (3M in ether, 42.0 mL) was added over 20 minutes under an inert atmosphere. The resulting white precipitate was stirred for 30 minutes then tributyltin chloride (34.2 mL) added dropwise. The resulting clear solution was stirred for 1 hr, then saturated aqueous NH4Cl (50 mL) and water (300 mL) were added. The reaction mixture was extracted with DCM (500 mL), washed wit... Reactants: N[C@@H](C(C)C)C(=O)O (L-valine), C(CC)C1=CC=C(C=C1)S(=O)(=O)[O-].[Na+] (sodium p-n-propylbenzenesulfonate), S(O)(O)(=O)=O (sulfuric acid). Run in O (water). Conditions: temperature 10 celsius. Product: N[C@@H](C(C)C)C(=O)O.C(CC)C1=CC=C(C=C1)S(=O)(=O)[O-] (L-valine p-n-propylbenzenesulfonate). Isolated yield 32.1%. Reaction SMILES: [NH2:1][C@H:2]([C:6]([OH:8])=[O:7])[CH:3]([CH3:5])[CH3:4].[CH2:9]([C:12]1[CH:17]=[CH:16][C:15]([S:18]([O-:21])(=[O:20])=[O:19])=[CH:14][CH:13]=1)[CH2:10][CH3:11].[Na+].S(=O)(=O)(O)O>O>[NH2:1][C@H:2]([C:6]([OH:8])=[O:7])[CH:3]([CH3:5])[CH3:4].[CH2:9]([C:12]1[CH:13]=[CH:14][C:15]([S:18]([O-:21])(=[O:19])=[O:20])=[CH:16][CH:17]=1)[CH2:10][CH3:11] |f:1.2,5.6|. Procedure details: To 15 g of L-valine were added 28.5 g of sodium p-n-propylbenzenesulfonate and 56.5 g of water. After the pH was adjusted to 1.5 with sulfuric acid, the mixture was dissolved at 50° C. Then, the solution was cooled to 10° C. to obtain 13 g of L-valine p-n-propylbenzenesulfonate. The analysis of the mother liquor revealed that the precipitation rate of valine was only 30%. The solubility of L-valine p-n-propylbenzenesulfonate in water at 10° C. (pH 1.5) was 29% by weight. The thus-obtained crysta...